Task: describe an organic reaction: reactants, conditions, products, and yield. Dataset: the Open Reaction Database (ORD), a public repository of structured organic reaction records The reactants are ClC1=C(C=NC2=CC=C(C=C12)[N+](=O)[O-])C#N (4-chloro-6-nitro-quinoline-3-carbonitrile), BrC1=CC=C(N)C=C1 (p-bromoaniline). Solvent: C(C)O (ethanol). The product is BrC1=CC=C(C=C1)NC1=C(C=NC2=CC=C(C=C12)[N+](=O)[O-])C#N (4-[(4-Bromophenyl)amino]-6-nitro-quinoline-3-carbonitrile). Yield: 44.4%. RXN SMILES: Cl[C:2]1[C:11]2[C:6](=[CH:7][CH:8]=[C:9]([N+:12]([O-:14])=[O:13])[CH:10]=2)[N:5]=[CH:4][C:3]=1[C:15]#[N:16].[Br:17][C:18]1[CH:24]=[CH:23][C:21]([NH2:22])=[CH:20][CH:19]=1>C(O)C>[Br:17][C:18]1[CH:24]=[CH:23][C:21]([NH:22][C:2]2[C:11]3[C:6](=[CH:7][CH:8]=[C:9]([N+:12]([O-:14])=[O:13])[CH:10]=3)[N:5]=[CH:4][C:3]=2[C:15]#[N:16])=[CH:20][CH:19]=1. Reported procedure: A mixture of 5.00 g (21.5 mmol) 4-chloro-6-nitro-quinoline-3-carbonitrile, 200 ml ethanol, and 4.42 g (25.8 mmol) p-bromoaniline was heated to reflux under N2 for 3 hours. Removed heat and added saturated sodium bicarbonate until basic. Stripped solvents and azeotroped with ethanol. Slurried residue with hexane, collected solids, and air dried. Washed with water and dried in vacuo. Boiled in 1.4 liters ethyl acetate, and without completely dissolving all solids, stirred with Darco, and filtered....